Dataset: the Open Reaction Database (ORD), a public repository of structured organic reaction records. Task: describe an organic reaction: reactants, conditions, products, and yield Starting materials: Br, COc1cc(C(=O)O)ccc1C, COCCn1c(C)c(C)sc1=N. Yields the product COCCn1c(C)c(C)sc1=NC(=O)c1ccc(C)c(OC)c1. Reaction SMILES: [BrH:1].[CH3:14][O:15][c:16]1[cH:17][c:18]([C:19](=[O:20])[OH:21])[cH:22][cH:23][c:24]1[CH3:25].[CH3:2][O:3][CH2:4][CH2:5][n:6]1[c:7](=[NH:13])[s:8][c:9]([CH3:12])[c:10]1[CH3:11]>>[CH3:2][O:3][CH2:4][CH2:5][n:6]1[c:7](=[N:13][C:19]([c:18]2[cH:17][c:16]([O:15][CH3:14])[c:24]([CH3:25])[cH:23][cH:22]2)=[O:20])[s:8][c:9]([CH3:12])[c:10]1[CH3:11]. Reactants: ferric chloride hexahydrate, C(C1=CC=CC=C1)OC=1C=C(C(=O)NC2=NC=C(C=C2)[N+](=O)[O-])C=C(C1)OCC1=CC=CC=C1 (2-[(3,5-dibenzyloxybenzoyl)amino]-5-nitropyridine). Reagents/catalysts: [Zn] (Zinc). Run in O (water), CN(C)C=O (DMF). Conditions: temperature 120 celsius, time 3 hour. The product is C(C1=CC=CC=C1)OC=1C=C(C(=O)NC2=NC=C(C=C2)N)C=C(C1)OCC1=CC=CC=C1 (2-[(3,5-dibenzyloxybenzoyl)amino]-5-aminopyridine). The yield is 60.9%. RXN SMILES: [CH2:1]([O:8][C:9]1[CH:10]=[C:11]([CH:24]=[C:25]([O:27][CH2:28][C:29]2[CH:34]=[CH:33][CH:32]=[CH:31][CH:30]=2)[CH:26]=1)[C:12]([NH:14][C:15]1[CH:20]=[CH:19][C:18]([N+:21]([O-])=O)=[CH:17][N:16]=1)=[O:13])[C:2]1[CH:7]=[CH:6][CH:5]=[CH:4][CH:3]=1>CN(C=O)C.O.[Zn]>[CH2:28]([O:27][C:25]1[CH:24]=[C:11]([CH:10]=[C:9]([O:8][CH2:1][C:2]2[CH:7]=[CH:6][CH:5]=[CH:4][CH:3]=2)[CH:26]=1)[C:12]([NH:14][C:15]1[CH:20]=[CH:19][C:18]([NH2:21])=[CH:17][N:16]=1)=[O:13])[C:29]1[CH:30]=[CH:31][CH:32]=[CH:33][CH:34]=1. Reported procedure: To a stirred solution of 2-[(3,5-dibenzyloxybenzoyl)amino]-5-nitropyridine (910 mg) in DMF (6 ml) was added Zinc dust (1300 mg) and a solution of ferric chloride hexahydrate (1700 mg) in water (6 ml). The resulting mixture was stirred at 120° C. for three hours. Allowed to cool to ambient temperature. The mixture was extracted with ethyl acetate. The extract was washed with water (50 ml), brine (50 ml), dried over MgSO4, then volatile material was removed by evaporation to leave a solid, which w...